describe an organic reaction: reactants, conditions, products, and yield From a dataset of the Open Reaction Database (ORD), a public repository of structured organic reaction records. Reactants: C(C)(=O)OC(C)=O (acetic anhydride), ClC1=C(CNC=2C=NC=NC2)C=CC(=C1)Cl (N-(2,4-dichlorobenzyl)-N-(pyrimidin-5-yl)amine), C(Cl)(Cl)Cl (chloroform). Reagents/catalysts: S(O)(O)(=O)=O (sulfuric acid). Run in C(C)(=O)O (acetic acid). Yields the product ClC1=C(CN(C(C)=O)C=2C=NC=NC2)C=CC(=C1)Cl (N-(2,4-dichlorobenzyl)-N-(pyrimidin-5-yl)acetamide). Isolated yield 68.5%. Reaction SMILES: [Cl:1][C:2]1[CH:15]=[C:14]([Cl:16])[CH:13]=[CH:12][C:3]=1[CH2:4][NH:5][C:6]1[CH:7]=[N:8][CH:9]=[N:10][CH:11]=1.[C:17](OC(=O)C)(=[O:19])[CH3:18].C(Cl)(Cl)Cl>C(O)(=O)C.S(=O)(=O)(O)O>[Cl:1][C:2]1[CH:15]=[C:14]([Cl:16])[CH:13]=[CH:12][C:3]=1[CH2:4][N:5]([C:6]1[CH:11]=[N:10][CH:9]=[N:8][CH:7]=1)[C:17](=[O:19])[CH3:18]. Procedure: 2.80 g (11 mmol) of N-(2,4-dichlorobenzyl)-N-(pyrimidin-5-yl)amine are dissolved in 5 ml of glacial acetic acid and then 5 ml of acetic anhydride and 3 drops of concentrated sulfuric acid are added to the solution. With stirring, the reaction mixture is boiled under reflux for 11/2 hours and subsequently cooled. 30 ml of chloroform are added to the mixture, the acetic acid is removed by extraction with water and the separated solution of chloroform is dried over sodium sulfate. The sodium sulfat...